Dataset: the Open Reaction Database (ORD), a public repository of structured organic reaction records. Task: describe an organic reaction: reactants, conditions, products, and yield Starting materials: C=CC#N, COc1cc(C(=O)N2CCC(CCN3CCC(Nc4nc5ccccc5[nH]4)CC3)(c3ccc(F)c(F)c3)C2)cc(OC)c1OC, [Li]C(C)CC, C1CCOC1, O. The product is COc1cc(C(=O)N2CCC(CCN3CCC(Nc4nc5ccccc5n4CCC#N)CC3)(c3ccc(F)c(F)c3)C2)cc(OC)c1OC. As a reaction SMILES: [CH2:56]=[CH:57][C:58]#[N:59].[CH3:1][O:2][c:3]1[cH:4][c:5]([C:6](=[O:7])[N:8]2[CH2:9][C:10]([c:13]3[cH:14][c:15]([F:20])[c:16]([F:19])[cH:17][cH:18]3)([CH2:21][CH2:22][N:23]3[CH2:24][CH2:25][CH:26]([NH:29][c:30]4[n:31][c:32]5[c:33]([nH:34]4)[cH:35][cH:36][cH:37][cH:38]5)[CH2:27][CH2:28]3)[CH2:11][CH2:12]2)[cH:39][c:40]([O:44][CH3:45])[c:41]1[O:42][CH3:43].[CH:51]([Li:52])([CH2:53][CH3:54])[CH3:55].[O:46]1[CH2:47][CH2:48][CH2:49][CH2:50]1.[OH2:60]>>[CH3:1][O:2][c:3]1[cH:4][c:5]([C:6](=[O:7])[N:8]2[CH2:9][C:10]([c:13]3[cH:14][c:15]([F:20])[c:16]([F:19])[cH:17][cH:18]3)([CH2:21][CH2:22][N:23]3[CH2:24][CH2:25][CH:26]([NH:29][c:30]4[n:31]([CH2:56][CH2:57][C:58]#[N:59])[c:32]5[c:33]([n:34]4)[cH:35][cH:36][cH:37][cH:38]5)[CH2:27][CH2:28]3)[CH2:11][CH2:12]2)[cH:39][c:40]([O:44][CH3:45])[c:41]1[O:42][CH3:43]. Reactants: FC1=C(C=C(C(=O)OCC)C=C1)[N+](=O)[O-] (ethyl 4-fluoro-3-nitrobenzoate), N1CCCCC1 (piperidine), [OH-].[Li+] (lithium hydroxide). Solvent: O (water), O (water), CN(C)C=O (DMF), C1CCOC1 (THF). Conditions: temperature 50 celsius, time 3 hour. Yields the product [N+](=O)([O-])C=1C=C(C(=O)O)C=CC1N1CCCCC1 (3-Nitro-4-piperidin-1-ylbenzoic acid). Isolated yield 95.6%. RXN SMILES: F[C:2]1[CH:12]=[CH:11][C:5]([C:6]([O:8]CC)=[O:7])=[CH:4][C:3]=1[N+:13]([O-:15])=[O:14].[NH:16]1[CH2:21][CH2:20][CH2:19][CH2:18][CH2:17]1.[OH-].[Li+]>CN(C=O)C.O.C1COCC1>[N+:13]([C:3]1[CH:4]=[C:5]([CH:11]=[CH:12][C:2]=1[N:16]1[CH2:21][CH2:20][CH2:19][CH2:18][CH2:17]1)[C:6]([OH:8])=[O:7])([O-:15])=[O:14] |f:2.3|. Reported procedure: A mixture of ethyl 4-fluoro-3-nitrobenzoate (Chontech 01072; 500 mg; 2.35 mmol; 1 eq.) and piperidine (Fluka 80640; 599.18 mg; 7.04 mmol; 3 eq.) in DMF (2 mL) was stirred at 50° C. for 3 hours. The reaction was then allowed to cool to room temperature and diluted with water. Extraction with ethyl acetate, drying over sodium sulfate and concentration in vacuo gave a yellow oil. The oil was taken up in THF (15 mL) and lithium hydroxide (280.86 mg; 11.73 mmol; 5 eq.) was added, followed by water (1...